Task: describe an organic reaction: reactants, conditions, products, and yield. Dataset: the Open Reaction Database (ORD), a public repository of structured organic reaction records The reactants are Cc1cc(C)cc(C(=O)N(NC(=O)c2ccc3c(c2C)OC(C(=O)O)CO3)C(C)(C)C)c1, CCOC(C)=O, C(=NC1CCCCC1)=NC1CCCCC1, Oc1c(F)c(F)c(F)c(F)c1F. The product is Cc1cc(C)cc(C(=O)N(NC(=O)c2ccc3c(c2C)OC(C(=O)Oc2c(F)c(F)c(F)c(F)c2F)CO3)C(C)(C)C)c1. RXN SMILES: [C:1]([CH3:2])([CH3:3])([CH3:4])[N:5]([NH:6][C:7](=[O:8])[c:9]1[cH:10][cH:11][c:12]2[c:13]([c:21]1[CH3:22])[O:14][CH:15]([C:18](=[O:19])[OH:20])[CH2:16][O:17]2)[C:23]([c:24]1[cH:25][c:26]([CH3:31])[cH:27][c:28]([CH3:30])[cH:29]1)=[O:32].[CH3:60][CH2:61][O:62][C:63](=[O:64])[CH3:65].[CH:45]1([N:46]=[C:47]=[N:48][CH:49]2[CH2:50][CH2:51][CH2:52][CH2:53][CH2:54]2)[CH2:55][CH2:56][CH2:57][CH2:58][CH2:59]1.[F:33][c:34]1[c:35]([F:44])[c:36]([F:43])[c:37]([F:42])[c:38]([F:41])[c:39]1[OH:40]>>[C:1]([CH3:2])([CH3:3])([CH3:4])[N:5]([NH:6][C:7](=[O:8])[c:9]1[cH:10][cH:11][c:12]2[c:13]([c:21]1[CH3:22])[O:14][CH:15]([C:18]([O:19][c:39]1[c:34]([F:33])[c:35]([F:44])[c:36]([F:43])[c:37]([F:42])[c:38]1[F:41])=[O:20])[CH2:16][O:17]2)[C:23]([c:24]1[cH:25][c:26]([CH3:31])[cH:27][c:28]([CH3:30])[cH:29]1)=[O:32]. Starting materials: CN(C)CC1CC=2C=CC(=CC2CC1)N (6-[(Dimethylamino)methyl]-5,6,7,8-tetrahydronaphthalen-2-amine), CCCCCC.C(C)(C)O.C(C)NCC (hexane isopropanol diethylamine). Product: CN(C)C[C@H]1CC=2C=CC(=CC2CC1)N ((6R*)-6-[(dimethylamino)methyl]-5,6,7,8-tetrahydronaphthalen-2-amine), CN(C)C[C@@H]1CC=2C=CC(=CC2CC1)N ((6S*)-6-[(dimethylamino)methyl]-5,6,7,8-tetrahydronaphthalen-2-amine). As a reaction SMILES: [CH3:1][N:2]([CH2:4][CH:5]1[CH2:14][CH2:13][C:12]2[CH:11]=[C:10]([NH2:15])[CH:9]=[CH:8][C:7]=2[CH2:6]1)[CH3:3].CCCCCC.C(O)(C)C.C(NCC)C>>[CH3:3][N:2]([CH2:4][C@@H:5]1[CH2:14][CH2:13][C:12]2[CH:11]=[C:10]([NH2:15])[CH:9]=[CH:8][C:7]=2[CH2:6]1)[CH3:1].[CH3:3][N:2]([CH2:4][C@H:5]1[CH2:14][CH2:13][C:12]2[CH:11]=[C:10]([NH2:15])[CH:9]=[CH:8][C:7]=2[CH2:6]1)[CH3:1] |f:1.2.3|. Reported procedure: 6-[(Dimethylamino)methyl]-5,6,7,8-tetrahydronaphthalen-2-amine was optically resolved, using CHIRALCEL OD-H (20 mm×250 mm) (hexane/isopropanol/diethylamine=75/25/0.1) to obtain 156 mg of (6R*)-6-[(dimethylamino)methyl]-5,6,7,8-tetrahydronaphthalen-2-amine, and 159 mg of (6S*)-6-[(dimethylamino)methyl]-5,6,7,8-tetrahydronaphthalen-2-amine. The reactants are [OH-].[Na+] (sodium hydroxide), Cl (HCl), ClC1=C(C=CC(=C1)O)C(C(C(F)(F)F)(O)C=1C=CC2=C(N(C(O2)=O)C)C1)C (5-[2-(2-Chloro-4-hydroxy-phenyl)-1-hydroxy-1-trifluoromethyl-propyl]-3-methyl-3H-benzooxazol-2-one), BrC(C(=O)OCC)(C)C (ethyl 2-bromoisobutyrate). Run in CC(=O)N(C)C (dimethylacetamide), O (water). Conditions: time 12 hour. Yields the product C(C)OC(C(C)(C)OC1=CC(=C(C=C1)C(C(C(F)(F)F)(C=1C=CC2=C(N(C(O2)=O)C)C1)O)C)Cl)=O (2-{3-chloro-4-[3,3,3-trifluoro-2-hydroxy-1-methyl-2-(3-methyl-2-oxo-2,3-dihydro-benzooxazol-5-yl)-propyl]-phenoxy}-2-methyl-propionic acid ethyl ester). As a reaction SMILES: [Cl:1][C:2]1[CH:7]=[C:6]([OH:8])[CH:5]=[CH:4][C:3]=1[CH:9]([CH3:27])[C:10]([C:16]1[CH:17]=[CH:18][C:19]2[O:23][C:22](=[O:24])[N:21]([CH3:25])[C:20]=2[CH:26]=1)([OH:15])[C:11]([F:14])([F:13])[F:12].Br[C:29]([CH3:36])([CH3:35])[C:30]([O:32][CH2:33][CH3:34])=[O:31].[OH-].[Na+].Cl>CC(N(C)C)=O.O>[CH2:33]([O:32][C:30](=[O:31])[C:29]([O:8][C:6]1[CH:5]=[CH:4][C:3]([CH:9]([CH3:27])[C:10]([OH:15])([C:16]2[CH:17]=[CH:18][C:19]3[O:23][C:22](=[O:24])[N:21]([CH3:25])[C:20]=3[CH:26]=2)[C:11]([F:12])([F:13])[F:14])=[C:2]([Cl:1])[CH:7]=1)([CH3:36])[CH3:35])[CH3:34] |f:2.3|. Procedure details: 5-[2-(2-Chloro-4-hydroxy-phenyl)-1-hydroxy-1-trifluoromethyl-propyl]-3-methyl-3H-benzooxazol-2-one (80 mg, obtained in Example 172) and ethyl 2-bromoisobutyrate (0.2 mL) were dissolved in dimethylacetamide (2 mL). Powdered sodium hydroxide (54 mg) was added to this solution and the mixture was allowed to stir at r.t. for 12 hours. The mixture was poured into water and ice and was acidified to pH 3 with 2N HCl. The aqueous phase was extracted with ethyl acetate two times and the organic extracts ... The reactants are CC(=O)O[BH-](OC(C)=O)OC(C)=O, CO, ClC(Cl)Cl, COc1ccc2ccc(=O)n(CCN3CCC(N)CC3)c2c1, [Na+], O=Cc1cc2c(cn1)OCCO2. Product: COc1ccc2ccc(=O)n(CCN3CCC(NCc4cc5c(cn4)OCCO5)CC3)c2c1. Reaction SMILES: [C:35]([O:36][BH-:37]([O:38][C:39](=[O:40])[CH3:41])[O:42][C:43](=[O:44])[CH3:45])(=[O:46])[CH3:47].[CH3:49][OH:50].[CH:51]([Cl:52])([Cl:53])[Cl:54].[NH2:1][CH:2]1[CH2:3][CH2:4][N:5]([CH2:8][CH2:9][n:10]2[c:11](=[O:22])[cH:12][cH:13][c:14]3[cH:15][cH:16][c:17]([O:20][CH3:21])[cH:18][c:19]23)[CH2:6][CH2:7]1.[Na+:48].[O:23]1[CH2:24][CH2:25][O:26][c:27]2[cH:28][n:29][c:30]([CH:33]=[O:34])[cH:31][c:32]21>>[NH:1]([CH:2]1[CH2:3][CH2:4][N:5]([CH2:8][CH2:9][n:10]2[c:11](=[O:22])[cH:12][cH:13][c:14]3[cH:15][cH:16][c:17]([O:20][CH3:21])[cH:18][c:19]23)[CH2:6][CH2:7]1)[CH2:33][c:30]1[n:29][cH:28][c:27]2[c:32]([cH:31]1)[O:23][CH2:24][CH2:25][O:26]2. Reactants: CCOC(C)=O, CCOC(C)=O, CCCCCC, CN(C(=O)OC(C)(C)C)c1cc(Oc2ccc(-c3ccccc3)cc2)ccc1[N+](=O)[O-], Cc1ccccc1. Product: CN(C(=O)OC(C)(C)C)c1cc(Oc2ccc(-c3ccccc3)cc2)ccc1N. Reaction SMILES: [C:32]([O:33][CH2:34][CH3:35])(=[O:36])[CH3:37].[C:45]([O:46][CH2:47][CH3:48])(=[O:49])[CH3:50].[CH3:51][CH2:52][CH2:53][CH2:54][CH2:55][CH3:56].[N+:1]([O-:2])(=[O:3])[c:4]1[c:5]([N:23]([C:24]([O:25][C:26]([CH3:27])([CH3:28])[CH3:29])=[O:30])[CH3:31])[cH:6][c:7]([O:10][c:11]2[cH:12][cH:13][c:14](-[c:17]3[cH:18][cH:19][cH:20][cH:21][cH:22]3)[cH:15][cH:16]2)[cH:8][cH:9]1.[c:38]1([CH3:39])[cH:40][cH:41][cH:42][cH:43][cH:44]1>>[NH2:1][c:4]1[c:5]([N:23]([C:24]([O:25][C:26]([CH3:27])([CH3:28])[CH3:29])=[O:30])[CH3:31])[cH:6][c:7]([O:10][c:11]2[cH:12][cH:13][c:14](-[c:17]3[cH:18][cH:19][cH:20][cH:21][cH:22]3)[cH:15][cH:16]2)[cH:8][cH:9]1. The reactants are COC1=CC=C(C=C1)C=1N=C2N(C1)CCC2 (2-(4-methoxyphenyl)-6,7-dihydro [5H]-pyrrolo[1,2-a]imidazole), ClC(=O)OCC (ethyl chloroformate), N1=CC=CC=C1 (pyridine), C(=O)([O-])[O-].[Na+].[Na+] (Na2CO3), N1=CC=CC=C1 (pyridine), ClC(=O)OCC (ethyl chloroformate), ice water. Run in C(Cl)Cl (CH2Cl2). Run at temperature 25 celsius, time 8 hour. The product is C(C)OC(=O)N1C=CC(C=C1)C1=C(N=C2N1CCC2)C2=CC=C(C=C2)OC (3-(N Ethyloxycarbonyl 1,4 dihydro-4 pyridyl)-2-(4-methoxyphenyl)6,7-dihydro [5H]-pyrrolo[1,2-a]imidazole). RXN SMILES: [CH3:1][O:2][C:3]1[CH:8]=[CH:7][C:6]([C:9]2[N:10]=[C:11]3[CH2:16][CH2:15][CH2:14][N:12]3[CH:13]=2)=[CH:5][CH:4]=1.[N:17]1[CH:22]=[CH:21][CH:20]=[CH:19][CH:18]=1.Cl[C:24]([O:26][CH2:27][CH3:28])=[O:25].C([O-])([O-])=O.[Na+].[Na+]>C(Cl)Cl>[CH2:27]([O:26][C:24]([N:17]1[CH:22]=[CH:21][CH:20]([C:13]2[N:12]3[CH2:14][CH2:15][CH2:16][C:11]3=[N:10][C:9]=2[C:6]2[CH:5]=[CH:4][C:3]([O:2][CH3:1])=[CH:8][CH:7]=2)[CH:19]=[CH:18]1)=[O:25])[CH3:28] |f:3.4.5|. Reported procedure: A stirred solution of 2.8 g (13.1 mmoles) of 2-(4-methoxyphenyl)-6,7-dihydro [5H]-pyrrolo[1,2-a]imidazole, prepared as described above, and 6.2 q (78.4 mmoles) of dry pyridine in 30 ml of dry CH2Cl2 was treated dropwise over 1 hour at 5 ° C. under argon atmosphere with 4.25 g (30.2 mmoles) of ethyl chloroformate. After stirring for 1 hour an additional 3.1 g (39.2 mmoles) of pyridine was added, followed by 2.15 g (19.8 mmoles) of ethyl chloroformate added over 2 hours. The mixture was stirred ov... The reactants are C(C)OC(C1=CC=C(C=C1)C1CC1)=O (4-Cyclopropyl-benzoic acid ethyl ester), [H-].[Al+3].[Li+].[H-].[H-].[H-] (Lithium aluminum hydride). Run in C1CCOC1 (THF). Run at temperature -70 celsius. The product is C1(CC1)C1=CC=C(C=C1)CO ((4-cyclopropyl-phenyl)-methanol). RXN SMILES: C([O:3][C:4](=O)[C:5]1[CH:10]=[CH:9][C:8]([CH:11]2[CH2:13][CH2:12]2)=[CH:7][CH:6]=1)C.[H-].[Al+3].[Li+].[H-].[H-].[H-]>C1COCC1>[CH:11]1([C:8]2[CH:7]=[CH:6][C:5]([CH2:4][OH:3])=[CH:10][CH:9]=2)[CH2:13][CH2:12]1 |f:1.2.3.4.5.6|. Reported procedure: 4-Cyclopropyl-benzoic acid ethyl ester (2.46 g, 13 mmol), and THF (250 mL) were combined under nitrogen and cooled in an IPA/dry ice bath to −70° C. Lithium aluminum hydride solution (20 mL, 20 mmol, 1.0M) was added dropwise. After 2 h excess lithium aluminum hydride was quenched by adding EtOAc dropwise. The reaction was warmed to 25° C. then the solvent was removed in vacuo. Water (200 mL) and a few drops of HCl(aq, 6N) were added. The mixture was extracted with EtOAc (3×100 mL). The combined ... Starting materials: BrC=1C(=C2CCOC(C2=CC1)C(=O)OC)OC (methyl 6-bromo-5-(methyloxy)-3,4-dihydro-1H-isochromene-1-carboxylate), O[Li].O (LiOH.H2O). Run in CO.C1CCOC1.O (MeOH THF H2O). Conditions: time 8 hour. Yields the product BrC=1C(=C2CCOC(C2=CC1)C(=O)O)OC (6-bromo-5-(methyloxy)-3,4-dihydro-1H-isochromene-1-carboxylic acid). RXN SMILES: [Br:1][C:2]1[C:3]([O:16][CH3:17])=[C:4]2[C:9](=[CH:10][CH:11]=1)[CH:8]([C:12]([O:14]C)=[O:13])[O:7][CH2:6][CH2:5]2.O[Li].O>CO.C1COCC1.O>[Br:1][C:2]1[C:3]([O:16][CH3:17])=[C:4]2[C:9](=[CH:10][CH:11]=1)[CH:8]([C:12]([OH:14])=[O:13])[O:7][CH2:6][CH2:5]2 |f:1.2,3.4.5|. Reported procedure: To a solution of methyl 6-bromo-5-(methyloxy)-3,4-dihydro-1H-isochromene-1-carboxylate (650 mg, 2.06 mmol) in 20 mL of MeOH/THF/H2O (2/2/1) was added LiOH.H2O (347 mg, 8.25 mmol), and the mixture was stirred at ambient temperature overnight. The solvents were removed under vacuum, and the residue was added 50 mL of water and extracted with ether. The aqueous layer was then acidified with 4 N HCl to pH=3 in ice bath, and extracted with EtOAc. The combined organic phase was washed with brine, drie... Reactants: C(C)(C)(C)OC(=O)NC(C(=O)NC1[C@@H]2N(C(C(S2=O)(C)C)C(=O)OCC(Cl)(Cl)Cl)C1=O)C1=CC=CC=C1 (2,2,2-trichloroethyl 6-(α-t-butyloxycarbonylaminophenylacetamido)-2,2-dimethylpenam-3-carboxylate-1-oxide), ClN1C(CCC1=O)=O (N-chlorosuccinimide). The product is CC(C(C(=O)OCC(Cl)(Cl)Cl)N1C(C(C1=O)NC(C(NC(=O)OC(C)(C)C)C1=CC=CC=C1)=O)S(=O)Cl)=C (2,2,2-Trichloroethyl 3-methyl-2-[2-chlorosulfinyl-4-oxo-3-(α-t-butyloxycarbonylaminophenylacetamido)-1-azetidinyl]-3-butenoate). Reaction SMILES: [C:1]([O:5][C:6]([NH:8][CH:9]([C:32]1[CH:37]=[CH:36][CH:35]=[CH:34][CH:33]=1)[C:10]([NH:12][CH:13]1[C:30](=[O:31])[N:15]2[CH:16]([C:22]([O:24][CH2:25][C:26]([Cl:29])([Cl:28])[Cl:27])=[O:23])[C:17]([CH3:21])([CH3:20])[S:18](=[O:19])[C@H:14]12)=[O:11])=[O:7])([CH3:4])([CH3:3])[CH3:2].[Cl:38]N1C(=O)CCC1=O>>[CH3:20][C:17](=[CH2:21])[CH:16]([N:15]1[C:30](=[O:31])[CH:13]([NH:12][C:10](=[O:11])[CH:9]([C:32]2[CH:37]=[CH:36][CH:35]=[CH:34][CH:33]=2)[NH:8][C:6]([O:5][C:1]([CH3:4])([CH3:3])[CH3:2])=[O:7])[CH:14]1[S:18]([Cl:38])=[O:19])[C:22]([O:24][CH2:25][C:26]([Cl:29])([Cl:28])[Cl:27])=[O:23]. Reported procedure: A solution of 2.85 g. (5 mmol) of 2,2,2-trichloroethyl 6-(α-t-butyloxycarbonylaminophenylacetamido)-2,2-dimethylpenam-3-carboxylate-1-oxide in 175 ml. of toluene was dried azeotropically by distillation of about 50 ml. of toluene from the mixture. To the dried solution was added 0.685 g. (5.5 mmol.) of N-chlorosuccinimide. The resulting mixture was refluxed for 70 minutes. The mixture was allowed to cool to room temperature and then was filtered and evaporated in vacuo to dryness to provide the ...